This data is from the Open Reaction Database (ORD), a public repository of structured organic reaction records. The task is: describe an organic reaction: reactants, conditions, products, and yield Reactants: C1CCOC1, COC(=O)C1=CCCC(CCOCc2ccccc2)C1, CC(C)C[AlH]CC(C)C, O=S(=O)=O, c1ccncc1. The product is CC1=CCCC(CCOCc2ccccc2)C1. RXN SMILES: [CH2:40]1[O:41][CH2:42][CH2:43][CH2:44]1.[CH3:1][O:2][C:3](=[O:4])[C:5]1=[CH:6][CH2:7][CH2:8][CH:9]([CH2:11][CH2:12][O:13][CH2:14][c:15]2[cH:16][cH:17][cH:18][cH:19][cH:20]2)[CH2:10]1.[CH3:21][CH:22]([CH2:23][AlH:24][CH2:25][CH:26]([CH3:27])[CH3:28])[CH3:29].[S:36](=[O:37])(=[O:38])=[O:39].[n:30]1[cH:31][cH:32][cH:33][cH:34][cH:35]1>>[CH3:3][C:5]1=[CH:6][CH2:7][CH2:8][CH:9]([CH2:11][CH2:12][O:13][CH2:14][c:15]2[cH:16][cH:17][cH:18][cH:19][cH:20]2)[CH2:10]1. Starting materials: O (H2O), Cl (HCl), O (H2O), C1(CCCCC1)CNC1=CC(=CC=C1)OC1=CC(=C(C=C1)[N+](=O)[O-])C(OC)OC (cyclohexylmethyl-[3-(3-dimethoxymethyl-4-nitro-phenoxy)-phenyl]-amine). Solvent: C1CCOC1 (THF). Run at time 8 hour. Product: C1(CCCCC1)CNC=1C=C(OC=2C=CC(=C(C=O)C2)[N+](=O)[O-])C=CC1 (5-[3-(Cyclohexylmethyl-amino)-phenoxy]-2-nitro-benzaldehyde). Reaction SMILES: Cl.O.[CH:3]1([CH2:9][NH:10][C:11]2[CH:16]=[CH:15][CH:14]=[C:13]([O:17][C:18]3[CH:23]=[CH:22][C:21]([N+:24]([O-:26])=[O:25])=[C:20]([CH:27](OC)[O:28]C)[CH:19]=3)[CH:12]=2)[CH2:8][CH2:7][CH2:6][CH2:5][CH2:4]1>C1COCC1>[CH:3]1([CH2:9][NH:10][C:11]2[CH:12]=[C:13]([CH:14]=[CH:15][CH:16]=2)[O:17][C:18]2[CH:23]=[CH:22][C:21]([N+:24]([O-:26])=[O:25])=[C:20]([CH:19]=2)[CH:27]=[O:28])[CH2:8][CH2:7][CH2:6][CH2:5][CH2:4]1. Reported procedure: 12N HCl (2 mL) and H2O (4 mL) were added to a mixture of cyclohexylmethyl-[3-(3-dimethoxymethyl-4-nitro-phenoxy)-phenyl]-amine (0.0055 mol) in THF (17 mL), and the reaction mixture was stirred overnight at room temperature. H2O was added, and the mixture was extracted with diisopropyl ether. The organic layer was washed with a 10% NaHCO3 solution, dried (MgSO4), filtered off and the solvent was evaporated. The residue was purified by short column chromatography (eluent: 100% CH2Cl2). The purest ...